This data is from the Open Reaction Database (ORD), a public repository of structured organic reaction records. The task is: describe an organic reaction: reactants, conditions, products, and yield Conditions: time 2 hour. Reported procedure: To a solution of 1,1-dimethylethyl 3,5-dihydroxy-7-phenyl-6-heptenoate (5.5 g, 19 mmol) in acetone (2.2 g, 40 mmol) was added a catalyic amount of p-toluenesulfonic acid. After stirring for 2 hours, the mixture had solidified and was dissolved in excess acetone and filtered through a pad of sodium carbonate. The excess acetone was removed in vacuo and the residue crystallized from isopropyl ether to give 3.4 g of the title compound; m.p.=91-93° C. Starting materials: OC(CC(=O)OC(C)(C)C)CC(C=CC1=CC=CC=C1)O (1,1-dimethylethyl 3,5-dihydroxy-7-phenyl-6-heptenoate), C1(=CC=C(C=C1)S(=O)(=O)O)C (p-toluenesulfonic acid). Solvent: CC(=O)C (acetone), CC(=O)C (acetone). As a reaction SMILES: [OH:1][CH:2]([CH2:11][CH:12]([OH:21])[CH:13]=[CH:14][C:15]1[CH:20]=[CH:19][CH:18]=[CH:17][CH:16]=1)[CH2:3][C:4]([O:6][C:7]([CH3:10])([CH3:9])[CH3:8])=[O:5].[C:22]1(C)[CH:27]=CC(S(O)(=O)=O)=C[CH:23]=1>CC(C)=O>[CH3:23][C:22]1([CH3:27])[O:1][CH:2]([CH2:3][C:4]([O:6][C:7]([CH3:10])([CH3:8])[CH3:9])=[O:5])[CH2:11][CH:12]([CH:13]=[CH:14][C:15]2[CH:20]=[CH:19][CH:18]=[CH:17][CH:16]=2)[O:21]1. Yields the product CC1(OC(CC(O1)CC(=O)OC(C)(C)C)C=CC1=CC=CC=C1)C (1,1-Dimethylethyl 2,2-dimethyl-6-(2-phenylethenyl)-1,3-dioxane-4-acetate).